Dataset: the Open Reaction Database (ORD), a public repository of structured organic reaction records. Task: describe an organic reaction: reactants, conditions, products, and yield Starting materials: NC1=CC=2C3=CC=CC=C3C(NC2C=C1)=O (2-amino-6(5H)-phenanthridinone), C1(CCC(=O)O1)=O (succinic anhydride), NC1=CC=2C3=CC=CC=C3C(NC2C=C1)=O (2-amino-6(5H)-phenanthridinone), C1(CCC(=O)O1)=O (succinic anhydride). Solvent: O1CCOCC1 (dioxane), O1CCOCC1 (dioxane). Reaction conditions: time 16 hour. Yields the product O=C1NC=2C=CC(=CC2C2=CC=CC=C12)NC(CCC(=O)O)=O (4-[(5,6-Dihydro-6-oxo-2-phenanthridinyl)amino]-4-oxo-butanoic acid). Isolated yield 92.0%. As a reaction SMILES: [NH2:1][C:2]1[CH:15]=[CH:14][C:13]2[NH:12][C:11](=[O:16])[C:10]3[C:5](=[CH:6][CH:7]=[CH:8][CH:9]=3)[C:4]=2[CH:3]=1.[C:17]1(=[O:23])[O:22][C:20](=[O:21])[CH2:19][CH2:18]1>O1CCOCC1>[O:16]=[C:11]1[C:10]2[C:5](=[CH:6][CH:7]=[CH:8][CH:9]=2)[C:4]2[CH:3]=[C:2]([NH:1][C:17](=[O:23])[CH2:18][CH2:19][C:20]([OH:22])=[O:21])[CH:15]=[CH:14][C:13]=2[NH:12]1. Procedure details: Prepared from 2-amino-6(5H)-phenanthridinone 3 and succinic anhydride. To a solution of 2-amino-6(5H)-phenanthridinone (150 mg, 0.71 mmol) in dioxane (30 mL) was added a solution of succinic anhydride (87 mg, 1.1 mmol) in dioxane (5 mL) over 5 minutes. The mixture was stirred for 16 hours and a yellowish precipitation was formed. Purification of the precipitation by crystallization in dioxane gave a light white solid (92% yield), mp 224-228° C. 1H-NMR (400 MHz DMSO-d6), 11.7 (s, 1H), 10.1 (s, 1H... The reactants are ice, [C-]#N.[K+] (potassium cyanide), Cl.C(C1=CC=CC=C1)NCC1=CC=CC=C1 (dibenzylamine hydrochloride), C1(CCCC1)=O (cyclopentanone). Run in C(C)O (ethanol), O (water), C(C)O (ethanol), O (water). Product: C1(=CC=CC=C1)CN(C1(CCCC1)C#N)CC1=CC=CC=C1 (1-[Bis(phenylmethyl)amino]cyclopentanecarbonitrile), solid. Yield: 49.0%. As a reaction SMILES: Cl.[CH2:2]([NH:9][CH2:10][C:11]1[CH:16]=[CH:15][CH:14]=[CH:13][CH:12]=1)[C:3]1[CH:8]=[CH:7][CH:6]=[CH:5][CH:4]=1.[C:17]1(=O)[CH2:21][CH2:20][CH2:19][CH2:18]1.[C-:23]#[N:24].[K+]>C(O)C.O>[C:11]1([CH2:10][N:9]([CH2:2][C:3]2[CH:8]=[CH:7][CH:6]=[CH:5][CH:4]=2)[C:17]2([C:23]#[N:24])[CH2:21][CH2:20][CH2:19][CH2:18]2)[CH:16]=[CH:15][CH:14]=[CH:13][CH:12]=1 |f:0.1,3.4|. Reported procedure: To an ice-cooled suspension of dibenzylamine hydrochloride (13.5 g; 0.058 mol) and cyclopentanone (4.86 g; 0.058 mol) in 25% ethanol in water (100 ml) was added ethanol (60 ml) and a solution of potassium cyanide (3.78 g; 0.058 mol) in water (35 ml) dropwise over 20 minutes with stirring. After 6 days the reaction mixture was extracted with ethyl acetate, washed with sodium bicarbonate solution, dried (Na2SO4) and evaporated in vacuo to afford the title compound as an off white solid (8.32 g, 49...